describe an organic reaction: reactants, conditions, products, and yield From a dataset of the Open Reaction Database (ORD), a public repository of structured organic reaction records. Reactants: CC1(OC2=C(C=CC(=C2C=C1)[N+](=O)[O-])C#N)C (2,2-Dimethyl-5-nitro-2H-chromene-8-carbonitrile), Cl[Sn]Cl (SnCl2), C(=O)([O-])[O-].[K+].[K+] (K2CO3), C(=O)([O-])[O-].[K+].[K+] (K2CO3). Solvent: CCOC(=O)C (EtOAc). Reaction conditions: time 20 hour. Product: NC1=C2C=CC(OC2=C(C=C1)C#N)(C)C (5-Amino-2,2-dimethyl-2H-chromene-8-carbonitrile). Isolated yield 79.9%. RXN SMILES: [CH3:1][C:2]1([CH3:17])[CH:11]=[CH:10][C:9]2[C:4](=[C:5]([C:15]#[N:16])[CH:6]=[CH:7][C:8]=2[N+:12]([O-])=O)[O:3]1.Cl[Sn]Cl.C([O-])([O-])=O.[K+].[K+]>CCOC(C)=O>[NH2:12][C:8]1[CH:7]=[CH:6][C:5]([C:15]#[N:16])=[C:4]2[C:9]=1[CH:10]=[CH:11][C:2]([CH3:17])([CH3:1])[O:3]2 |f:2.3.4|. Procedure details: To a stirred solution of compound 6B (230 mg, 1 mmol) in EtOAc (5 mL) was added SnCl2 2H2O (780 mg, 3.5 mmol). The resulting mixture was stirred at rt for 20 h, then saturated aqueous K2CO3 was added. After stirring for 30 min, the reaction was treated with solid K2CO3 (550 mg). The resulting suspension was stirred at rt for another 2 h, and then filtered. The filtrate was concentrated under reduced pressure to give a crude product, which was chromatographed (silica gel) eluting with 20% to 60% ... Reactants: C1=NC2=C(C(=N1)N)N=CN2[C@H]3[C@@H]([C@@H]([C@H](O3)COP(=O)(O)O)O)O (adenylate), C1=CC(=CC=C1N)SC#N (Rodan), μCi[3H]adenine. Conditions: time 5 minute. Product: C=1N=C(C2=C(N1)N(C=N2)[C@H]3[C@@H]([C@H]4[C@H](O3)COP(=O)(O4)O)O)N (Cyclic AMP). As a reaction SMILES: [CH:1]1[N:6]=[C:5]([NH2:7])[C:4]2[N:8]=[CH:9][N:10]([C@@H:11]3[O:15][C@H:14]([CH2:16][O:17][P:18]([OH:21])([OH:20])=[O:19])[C@@H:13](O)[C@H:12]3[OH:23])[C:3]=2[N:2]=1.C1C(N)=CC=C(SC#N)C=1>>[CH:1]1[N:6]=[C:5]([NH2:7])[C:4]2[N:8]=[CH:9][N:10]([C@@H:11]3[O:15][C@@H:14]4[CH2:16][O:17][P:18]([OH:20])([O:21][C@H:13]4[C@H:12]3[OH:23])=[O:19])[C:3]=2[N:2]=1. Procedure: The adenylate cyclase activity induced by each of Analogs I-V was also measured in SaOS-2 B10 cells as described previously (Rodan et al. 1983 J. Clin. Invest. 72;1511; Goldman et al. 1988 Endocrinology 123, 1468). Confluent SaOS-2 B10 cells in 24 wells plates were incubated 0.5 μCi[3H]adenine (26.9 Ci/mmol, New England Nuclear, Boston, Mass.) in fresh medium at 37° C. for 2 hrs, and washed twice with Hank's solution. The cells were treated with 1 mM IBMX [isobutylmethylxanthine, Sigma, St. Loui... Starting materials: ClC1=CC(=NC(=C1)C)C (4-chloro-2,6-dimethylpyridine), CNCCO (2-(methylamino)ethanol). The reagents and catalysts are Cl (hydrogen chloride). Run in O (water). Yields the product CC1=NC(=CC(=C1)N(C)CCO)C (2-(N-(2,6-dimethyl-4-pyridyl)-N-methylamino)ethanol). The yield is 88.8%. As a reaction SMILES: Cl[C:2]1[CH:7]=[C:6]([CH3:8])[N:5]=[C:4]([CH3:9])[CH:3]=1.[CH3:10][NH:11][CH2:12][CH2:13][OH:14]>Cl.O>[CH3:8][C:6]1[CH:7]=[C:2]([N:11]([CH2:12][CH2:13][OH:14])[CH3:10])[CH:3]=[C:4]([CH3:9])[N:5]=1. Procedure: A solution of 4-chloro-2,6-dimethylpyridine (849 mg, 6 mmol), (J. Het. Chem. 1990, 1841), in 2-(methylamino)ethanol (1.35 g, 18 mmol) and 3M ethereal hydrogen chloride (3 drops) was heated at 140° C. for 1 hour. The reaction mixture was allowed to cool and was diluted with water. The insolubles were removed by filtration and the aqueous filtrate was poured onto a suspension of magnesium sulphate (50 g) in ethyl acetate (100 ml). The insolubles were removed by filtration and the filtrate dried (M...